Task: describe an organic reaction: reactants, conditions, products, and yield. Dataset: the Open Reaction Database (ORD), a public repository of structured organic reaction records Yields the product Cc1cc(Cl)cc(C)c1NC(=O)N(CCC(C)(C)C)Cc1ccc(CC(C)(C)C)cc1. RXN SMILES: [CH3:20][C:21]([CH2:22][CH2:23][NH:24][CH2:25][c:26]1[cH:27][cH:28][c:29]([CH2:32][C:33]([CH3:34])([CH3:35])[CH3:36])[cH:30][cH:31]1)([CH3:37])[CH3:38].[CH3:39][CH2:40][CH2:41][CH2:42][CH2:43][CH3:44].[CH3:45][c:46]1[cH:47][cH:48][cH:49][cH:50][cH:51]1.[c:1]1([O:2][C:8]([NH:9][c:10]2[c:11]([CH3:18])[cH:12][c:13]([Cl:17])[cH:14][c:15]2[CH3:16])=[O:19])[cH:3][cH:4][cH:5][cH:6][cH:7]1>>[C:8]([NH:9][c:10]1[c:11]([CH3:18])[cH:12][c:13]([Cl:17])[cH:14][c:15]1[CH3:16])(=[O:19])[N:24]([CH2:23][CH2:22][C:21]([CH3:20])([CH3:37])[CH3:38])[CH2:25][c:26]1[cH:27][cH:28][c:29]([CH2:32][C:33]([CH3:34])([CH3:35])[CH3:36])[cH:30][cH:31]1. The reactants are CC(C)(C)CCNCc1ccc(CC(C)(C)C)cc1, CCCCCC, Cc1ccccc1, Cc1cc(Cl)cc(C)c1NC(=O)Oc1ccccc1. Reactants: CCc1nc2ccccc2n1-c1nc(N2CCOCC2)c2nc(CN3CCN(C(=O)OC(C)(C)C)C(C)(C)C3)n(C)c2n1, ClCCl, O=C(O)C(F)(F)F. Product: CCc1nc2ccccc2n1-c1nc(N2CCOCC2)c2nc(CN3CCNC(C)(C)C3)n(C)c2n1. As a reaction SMILES: [C:8]([O:9][C:10](=[O:11])[N:15]1[C:16]([CH3:49])([CH3:50])[CH2:17][N:18]([CH2:21][c:22]2[n:23]([CH3:48])[c:24]3[n:25][c:26](-[n:37]4[c:38]([CH2:46][CH3:47])[n:39][c:40]5[c:41]4[cH:42][cH:43][cH:44][cH:45]5)[n:27][c:28]([N:31]4[CH2:32][CH2:33][O:34][CH2:35][CH2:36]4)[c:29]3[n:30]2)[CH2:19][CH2:20]1)([CH3:12])([CH3:13])[CH3:14].[Cl:51][CH2:52][Cl:53].[F:1][C:2]([F:3])([F:4])[C:5]([OH:6])=[O:7]>>[NH:15]1[C:16]([CH3:49])([CH3:50])[CH2:17][N:18]([CH2:21][c:22]2[n:23]([CH3:48])[c:24]3[n:25][c:26](-[n:37]4[c:38]([CH2:46][CH3:47])[n:39][c:40]5[c:41]4[cH:42][cH:43][cH:44][cH:45]5)[n:27][c:28]([N:31]4[CH2:32][CH2:33][O:34][CH2:35][CH2:36]4)[c:29]3[n:30]2)[CH2:19][CH2:20]1. Starting materials: [Si](C)(C)(C(C)(C)C)OC1CNC1 (3-(tert-butyldimethylsilyloxy)azetidine), C1(CC1)COC1=CC=C(C=C1)I (1-(cyclopropylmethoxy)-4-iodobenzene), CC(C)(C)[O-].[Na+] (NaOtBu), chloro(2-dicyclohexylphosphino-2′,4′,6′-triisopropyl-1,1′-biphenyl)(2-(2-aminoethyl)-phenyl)-palladium (II), O1CCOCC1 (dioxane). The solvent is O (Water). Conditions: temperature 75 celsius, time 2.5 hour. The product is C1(CC1)COC1=CC=C(C=C1)N1CC(C1)O (1-(4-(Cyclopropylmethoxy)phenyl)azetidin-3-ol). RXN SMILES: [Si]([O:8][CH:9]1[CH2:12][NH:11][CH2:10]1)(C(C)(C)C)(C)C.[CH:13]1([CH2:16][O:17][C:18]2[CH:23]=[CH:22][C:21](I)=[CH:20][CH:19]=2)[CH2:15][CH2:14]1.CC([O-])(C)C.[Na+].O1CCOCC1>O>[CH:13]1([CH2:16][O:17][C:18]2[CH:23]=[CH:22][C:21]([N:11]3[CH2:10][CH:9]([OH:8])[CH2:12]3)=[CH:20][CH:19]=2)[CH2:14][CH2:15]1 |f:2.3|. Procedure details: 6.50 g (26.0 mmol) 3-(tert-butyldimethylsilyloxy)azetidine, 7.13 g (26.0 mmol) of 1-(cyclopropylmethoxy)-4-iodobenzene (WO2012/028676), 10.0 g (104 mmol) NaOtBu and 1.54 g (2.08 mmol) chloro(2-dicyclohexylphosphino-2′,4′,6′-triisopropyl-1,1′-biphenyl)(2-(2-aminoethyl)-phenyl)-palladium (II) are added to 65 mL dioxane and stirred at 75° C. for 2.5 h under inert gas atmosphere. Water is added and the resulting mixture is extracted with EtOAc. The org. layers are combined, dried over MgSO4, filtere... Starting materials: ClC1=CC=C(OCC(C#N)(C)N)C=C1 (2-(4-chlorophenoxy-methyl)-2-amino-propionitrile), C(C1=CC=CC=C1)S(=O)(=O)Cl (benzylsulfonyl chloride). Reagents/catalysts: CN(C)C=1C=CN=CC1 (DMAP). Solvent: N1=CC=CC=C1 (pyridine), C(C)(=O)OCC (ethyl acetate). The product is ClC1=CC=C(OCC(C#N)(C)NS(=O)(=O)CC2=CC=CC=C2)C=C1 (2-(4-chlorophenoxy-methyl)-2-benzylsulfonylamino-propionitrile). RXN SMILES: [Cl:1][C:2]1[CH:14]=[CH:13][C:5]([O:6][CH2:7][C:8]([NH2:12])([CH3:11])[C:9]#[N:10])=[CH:4][CH:3]=1.[CH2:15]([S:22](Cl)(=[O:24])=[O:23])[C:16]1[CH:21]=[CH:20][CH:19]=[CH:18][CH:17]=1>N1C=CC=CC=1.CN(C1C=CN=CC=1)C.C(OCC)(=O)C>[Cl:1][C:2]1[CH:3]=[CH:4][C:5]([O:6][CH2:7][C:8]([NH:12][S:22]([CH2:15][C:16]2[CH:21]=[CH:20][CH:19]=[CH:18][CH:17]=2)(=[O:24])=[O:23])([CH3:11])[C:9]#[N:10])=[CH:13][CH:14]=1. Procedure: suspension of 1-(4-chloro-phenoxy)-propan-2-one (3.7 g, 20 mmol), ammonium chloride (1.6 g, 29.2 mmol) and sodium cyanide (1.15 g, 23.3 mmol) in a solution of aqueous ammonia (100 ml, 28%) is stirred vigorously at room temperature for 20 hours. The aqueous phase is extracted repeatedly with ethyl acetate. The collected organic extracts are dried and the solvent is evaporated under reduced pressure to give the 2-(4-chlorophenoxy-methyl)-2-amino-propionitrile as a solid. c) A solution of 2-(4-chlo... The reactants are O=C1CCC(=O)N1Br, ClC(Cl)(Cl)Cl, COC(=O)c1cc2cc(C)ccc2s1, CO, CC(C)(C#N)N=NC(C)(C)C#N. Yields the product COC(=O)c1cc2cc(CBr)ccc2s1. As a reaction SMILES: [Br:15][N:16]1[C:17](=[O:18])[CH2:19][CH2:20][C:21]1=[O:22].[C:37]([Cl:38])([Cl:39])([Cl:40])[Cl:41].[CH3:1][O:2][C:3](=[O:4])[c:5]1[cH:6][c:7]2[c:8]([s:9]1)[cH:10][cH:11][c:12]([CH3:14])[cH:13]2.[CH3:35][OH:36].[N:23]#[C:24][C:25]([N:26]=[N:27][C:28]([C:29]#[N:30])([CH3:31])[CH3:32])([CH3:33])[CH3:34]>>[CH3:1][O:2][C:3](=[O:4])[c:5]1[cH:6][c:7]2[c:8]([s:9]1)[cH:10][cH:11][c:12]([CH2:14][Br:15])[cH:13]2. Reactants: [N+](=O)([O-])C1=C(C=CC=C1)N1NCCN(CC1)C1=CC=CC=C1 (Hexahydro-1-(2-nitrophenyl)-5-phenyl-1H-1,2,5-triazepine), C(=S)(N1C=NC=C1)N1C=NC=C1 (1,1'-Thiocarbonyldiimidazole). Solvent: C(Cl)(Cl)Cl (chloroform), COCCOC (1,2-dimethoxyethane). Product: C1(=CC=CC=C1)N1CCN2N(C3=C(NC2=S)C=CC=C3)CC1 (2,3,4,5-Tetrahydro-3-Phenyl-1H[1,2,5]Triazepino[1,2-a]-[1,2,4]Benzotriazine-7(8H)-Thione). Reaction SMILES: [N+:1]([C:4]1[CH:9]=[CH:8][CH:7]=[CH:6][C:5]=1[N:10]1[CH2:16][CH2:15][N:14]([C:17]2[CH:22]=[CH:21][CH:20]=[CH:19][CH:18]=2)[CH2:13][CH2:12][NH:11]1)([O-])=O.[C:23](N1C=CN=C1)(N1C=CN=C1)=[S:24]>COCCOC.C(Cl)(Cl)Cl>[C:17]1([N:14]2[CH2:15][CH2:16][N:10]3[C:5]4[CH:6]=[CH:7][CH:8]=[CH:9][C:4]=4[NH:1][C:23](=[S:24])[N:11]3[CH2:12][CH2:13]2)[CH:22]=[CH:21][CH:20]=[CH:19][CH:18]=1. Procedure: Hexahydro-1-(2-nitrophenyl)-5-phenyl-1H-1,2,5-triazepine (22.4 g) was hydrogenated in 1,2-dimethoxyethane (800 ml) as in Example 11 and the volume reduced to 250 ml. 1,1'-Thiocarbonyldiimidazole (27 g) was added and the mixture, protected from moisture, was heated under reflux on a steam bath overnight. The solution was evaporated to dryness. The residue was dissolved in toluene and applied to a column (63×8.0 cm) of dry column grade neutral alumina prepacked in toluene. Elution with toluene (se... Reactants: C(C)NCC1=CC(=CC=C1)O (N-ethyl-3-hydroxybenzylamine), ClC=CCCl (1,3-dichloropropene), C([O-])([O-])=O.[K+].[K+] (potassium carbonate), C(C)(=O)OCC (ethyl acetate). The solvent is CS(=O)C (dimethylsulfoxide). Run at temperature 50 celsius, time 4 hour. Product: Cl/C=C/CN(CC)CC1=CC(=CC=C1)O ((E)-N-(3-Chloro-2-propenyl)-N-ethyl-3-hydroxybenzylamine). The yield is 50.0%. RXN SMILES: [CH2:1]([NH:3][CH2:4][C:5]1[CH:10]=[CH:9][CH:8]=[C:7]([OH:11])[CH:6]=1)[CH3:2].[Cl:12][CH:13]=[CH:14][CH2:15]Cl.C(=O)([O-])[O-].[K+].[K+].C(OCC)(=O)C>CS(C)=O>[Cl:12]/[CH:13]=[CH:14]/[CH2:15][N:3]([CH2:4][C:5]1[CH:10]=[CH:9][CH:8]=[C:7]([OH:11])[CH:6]=1)[CH2:1][CH3:2] |f:2.3.4|. Procedure details: To a solution of 34.96 g (0.231 mol) of N-ethyl-3-hydroxybenzylamine in 200 ml of dimethylsulfoxide were added 25.64 g (0.231 mol) of 1,3-dichloropropene (E/Z=1) and 16.7 g (0.121 mol) of ground potassium carbonate under ice cooling. The mixture was stirred for 4 hours at 50° C., poured into 250 ml of ethyl acetate, washed with 200 ml×2 of water and 200 ml of saturated sodium chloride aqueous solution, dried over anhydrous magnesium sulfate and then concentrated under reduced pressure. The resid...